This data is from the Open Reaction Database (ORD), a public repository of structured organic reaction records. The task is: describe an organic reaction: reactants, conditions, products, and yield The reactants are COC(=O)C1CCc2ccsc2C1N(C(=O)OC)c1ccccc1, CO, C[O-], [Na+], O. Product: COC(=O)C1=Cc2sccc2CC1. Reaction SMILES: [CH3:1][O:2][C:3](=[O:4])[CH:5]1[CH2:6][CH2:7][c:8]2[c:9]([s:10][cH:11][cH:12]2)[CH:13]1[N:14]([C:15]([O:16][CH3:17])=[O:18])[c:19]1[cH:20][cH:21][cH:22][cH:23][cH:24]1.[CH3:26][OH:27].[CH3:28][O-:29].[Na+:30].[OH2:25]>>[CH3:1][O:2][C:3](=[O:4])[C:5]1=[CH:13][c:9]2[c:8]([cH:12][cH:11][s:10]2)[CH2:7][CH2:6]1.